From a dataset of the Open Reaction Database (ORD), a public repository of structured organic reaction records. describe an organic reaction: reactants, conditions, products, and yield Reactants: FC1=CC=C(C=CC(=O)O)C=C1 (4-fluoro-cinnamic acid), C12C(CC(C=C1)C2)CO (5-norbornene-2-methanol), C1(=CC=CC=C1)C (toluene). Reagents/catalysts: [OH-].C(C)(=O)[O-].[Zr+4] (zirconium(IV) acetate hydroxide). Solvent: C(C)(=O)OCC (ethyl acetate). Run at temperature 145 celsius. Product: C12CCC(C=C1)C2.CC1=C(C=CC(=O)[O-])C=CC(=C1)F (5-norbornene 2-methyl-(4-fluoro-cinnamate)). Yield: 68.0%. RXN SMILES: [F:1][C:2]1[CH:12]=[CH:11][C:5]([CH:6]=[CH:7][C:8]([OH:10])=[O:9])=[CH:4][CH:3]=1.[CH:13]12CC(C=C1)CC2CO.C1(C)C=CC=CC=1>[OH-].C([O-])(=O)C.[Zr+4].C(OCC)(=O)C>[CH:2]12[CH2:6][CH:5]([CH:4]=[CH:3]1)[CH2:11][CH2:12]2.[CH3:13][C:4]1[CH:3]=[C:2]([F:1])[CH:12]=[CH:11][C:5]=1[CH:6]=[CH:7][C:8]([O-:10])=[O:9] |f:3.4.5,7.8|. Procedure details: 10 g (60 mmol) of 4-fluoro-cinnamic acid, 7.45 g (60 mmol) of 5-norbornene-2-methanol, and 0.3 g (0.02 eq.) of zirconium(IV) acetate hydroxide were added to 50 ml of toluene and stirred. The mixture was heated to 145° C. under N2 atmosphere and azeotropically refluxed for 24 hours. After the reaction, the mixture cooled down to room temperature and was added with 100 volume % of ethyl acetate. The resulting product was extracted with 1M HCl and washed again with water. The organic layer was drie... Starting materials: CO, O=[N+]([O-])c1cccc2c(Cl)nccc12, [Na]. The product is COc1nccc2c([N+](=O)[O-])cccc12. Reaction SMILES: [CH3:16][OH:17].[Cl:2][c:3]1[n:4][cH:5][cH:6][c:7]2[c:8]([N+:13](=[O:14])[O-:15])[cH:9][cH:10][cH:11][c:12]12.[Na:1]>>[c:3]1([O:17][CH3:16])[n:4][cH:5][cH:6][c:7]2[c:8]([N+:13](=[O:14])[O-:15])[cH:9][cH:10][cH:11][c:12]12. Reactants: FC1=CC(=C(C=C1)C=1C(=C2C(=CC(NC2=CC1)(C)C)C)CO)OC (6-(4-Fluoro-2-methoxyphenyl)-5-hydroxymethyl-2,2,4-trimethyl-1,2-dihydroquinoline), OC1=C(C=CC=C1)CC(=O)OC (methyl 2-hydroxyphenylacetate), C(CCC)P(CCCC)CCCC (tri-butylphosphine), N(=NC(=O)N1CCCCC1)C(=O)N1CCCCC1 (1,1′-(azodicarbonyl)dipiperidine). Run in C1=CC=CC=C1 (benzene), CCCCCC (Hexane). Conditions: time 1 hour. Yields the product FC1=CC(=C(C=C1)C=1C(=C2C(=CC(NC2=CC1)(C)C)C)COC1=C(C=CC=C1)CC(=O)OC)OC (6-(4-Fluoro-2-methoxyphenyl)-5-(2-methoxycarbonylmethylphenoxymethyl)-2,2,4-trimethyl -1,2-dihydroquinoline). Isolated yield 74.0%. Reaction SMILES: [F:1][C:2]1[CH:7]=[CH:6][C:5]([C:8]2[C:9]([CH2:21][OH:22])=[C:10]3[C:15](=[CH:16][CH:17]=2)[NH:14][C:13]([CH3:19])([CH3:18])[CH:12]=[C:11]3[CH3:20])=[C:4]([O:23][CH3:24])[CH:3]=1.O[C:26]1[CH:31]=[CH:30][CH:29]=[CH:28][C:27]=1[CH2:32][C:33]([O:35][CH3:36])=[O:34].C(P(CCCC)CCCC)CCC.N(C(N1CCCCC1)=O)=NC(N1CCCCC1)=O>C1C=CC=CC=1.CCCCCC>[F:1][C:2]1[CH:7]=[CH:6][C:5]([C:8]2[C:9]([CH2:21][O:22][C:26]3[CH:31]=[CH:30][CH:29]=[CH:28][C:27]=3[CH2:32][C:33]([O:35][CH3:36])=[O:34])=[C:10]3[C:15](=[CH:16][CH:17]=2)[NH:14][C:13]([CH3:19])([CH3:18])[CH:12]=[C:11]3[CH3:20])=[C:4]([O:23][CH3:24])[CH:3]=1. Reported procedure: 6-(4-Fluoro-2-methoxyphenyl)-5-hydroxymethyl-2,2,4-trimethyl-1,2-dihydroquinoline (Reference Compound No. 4-3, 100.1 mg, 0.31 mmol), methyl 2-hydroxyphenylacetate (76.1 mg, 0.46 mmol), tri-butylphosphine (114 μL, 0.46 mmol), and 1,1′-(azodicarbonyl)dipiperidine (117 mg, 0.46 mmol) were dissolved in anhydrous benzene (2 mL), and the mixture was stirred under argon atmosphere at room temperature for 1 hour. Hexane (5 mL) was added to the reaction mixture and unsoluble materials were filtered. The ...